This data is from the Open Reaction Database (ORD), a public repository of structured organic reaction records. The task is: describe an organic reaction: reactants, conditions, products, and yield Starting materials: O=C(Cl)c1ccccc1, CC(C)(C)[O-], [K+], CN(C)C=O, CC(C#N)CCc1ccc2cc(O)c(N3CC(=O)NS3(=O)=O)cc2c1. The product is CC(C#N)CCc1ccc2cc(OC(=O)c3ccccc3)c(N3CC(=O)NS3(=O)=O)cc2c1. As a reaction SMILES: [C:32]([c:33]1[cH:34][cH:35][cH:36][cH:37][cH:38]1)(=[O:39])[Cl:40].[CH3:26][C:27]([CH3:28])([O-:29])[CH3:30].[K+:31].[O:41]=[CH:42][N:43]([CH3:44])[CH3:45].[OH:1][c:2]1[cH:3][c:4]2[cH:5][cH:6][c:7]([CH2:20][CH2:21][CH:22]([C:23]#[N:24])[CH3:25])[cH:8][c:9]2[cH:10][c:11]1[N:12]1[S:13](=[O:18])(=[O:19])[NH:14][C:15](=[O:17])[CH2:16]1>>[O:1]([c:2]1[cH:3][c:4]2[cH:5][cH:6][c:7]([CH2:20][CH2:21][CH:22]([C:23]#[N:24])[CH3:25])[cH:8][c:9]2[cH:10][c:11]1[N:12]1[S:13](=[O:18])(=[O:19])[NH:14][C:15](=[O:17])[CH2:16]1)[C:32]([c:33]1[cH:34][cH:35][cH:36][cH:37][cH:38]1)=[O:39].